Dataset: the Open Reaction Database (ORD), a public repository of structured organic reaction records. Task: describe an organic reaction: reactants, conditions, products, and yield Reactants: solid, Cl.Cl.Cl.O1CCC=2C1=C(N=CC2)N2CCN(CC2)CC[C@@H]2CC[C@H](CC2)N (trans-4-{2-[4-(2,3-dihydro-furo[2,3-c]pyridin-7-yl)-piperazin-1-yl]-ethyl}-cyclohexylamine trihydrochloride), Cl.Cl.Cl.O1CCC=2C1=C(N=CC2)N2CCN(CC2)CC[C@@H]2CC[C@H](CC2)N (trans-4-{2-[4-(2,3-dihydro-furo[2,3-c]pyridin-7-yl)-piperazin-1-yl]-ethyl}-cyclohexylamine trihydrochloride), O1C(COCC1)CC(=O)O (rac-(1,4-dioxan-2-yl)-acetic acid). Product: O1CCC=2C1=C(N=CC2)N2CCN(CC2)CC[C@@H]2CC[C@H](CC2)NC(CC2OCCOC2)=O (trans-N-(4-{2-[4-(2,3-Dihydro-furo[2,3-c]pyridin-7-yl)-piperazin-1-yl]-ethyl}-cyclohexyl)-2-[1,4]dioxan-2-yl-acetamide). Reaction SMILES: Cl.Cl.Cl.[O:4]1[C:8]2=[C:9]([N:13]3[CH2:18][CH2:17][N:16]([CH2:19][CH2:20][C@H:21]4[CH2:26][CH2:25][C@H:24]([NH2:27])[CH2:23][CH2:22]4)[CH2:15][CH2:14]3)[N:10]=[CH:11][CH:12]=[C:7]2[CH2:6][CH2:5]1.[O:28]1[CH2:33][CH2:32][O:31][CH2:30][CH:29]1[CH2:34][C:35](O)=[O:36]>>[O:4]1[C:8]2=[C:9]([N:13]3[CH2:18][CH2:17][N:16]([CH2:19][CH2:20][C@H:21]4[CH2:26][CH2:25][C@H:24]([NH:27][C:35](=[O:36])[CH2:34][CH:29]5[CH2:30][O:31][CH2:32][CH2:33][O:28]5)[CH2:23][CH2:22]4)[CH2:15][CH2:14]3)[N:10]=[CH:11][CH:12]=[C:7]2[CH2:6][CH2:5]1 |f:0.1.2.3|. Procedure: The title compound, white solid (130 mg, 95%), MS (ISP) m/z=459.5 [(M+H)+], mp 194.5° C., was prepared in accordance with the general method of example 6 from trans-4-{2-[4-(2,3-dihydro-furo[2,3-c]pyridin-7-yl)-piperazin-1-yl]-ethyl}-cyclohexylamine trihydrochloride (intermediate B) (132 mg, 0.3 mmol) and rac-(1,4-dioxan-2-yl)-acetic acid. Reactants: CC(=O)O, Cc1cscc1NC(=O)C(F)(F)F, O=C1CCC(=O)N1Cl. Product: Cc1csc(Cl)c1NC(=O)C(F)(F)F. As a reaction SMILES: [CH3:22][C:23](=[O:24])[OH:25].[CH3:9][c:10]1[c:11]([NH:15][C:16]([C:17]([F:18])([F:19])[F:20])=[O:21])[cH:12][s:13][cH:14]1.[Cl:1][N:2]1[C:3](=[O:4])[CH2:5][CH2:6][C:7]1=[O:8]>>[Cl:1][c:12]1[c:11]([NH:15][C:16]([C:17]([F:18])([F:19])[F:20])=[O:21])[c:10]([CH3:9])[cH:14][s:13]1. Reactants: O=C(CNC(C1=CC=C(C=C1)OC1=CC=CC=C1)=O)N1CCNCC1 (N-(2-Oxo-2-piperazin-1-yl-ethyl)-4-phenoxy-benzamide), CCN(C(C)C)C(C)C (DIPEA), CC1=C(C(=O)O)C=CC=C1 (2-Methyl benzoic acid), CCN=C=NCCCN(C)C (EDCI), C=1C=CC2=C(C1)N=NN2O (HOBT). Solvent: O (Water), CN(C)C=O (DMF). Conditions: time 8 hour. Yields the product CC1=C(C(=O)N2CCN(CC2)C(CNC(C2=CC=C(C=C2)OC2=CC=CC=C2)=O)=O)C=CC=C1 (N-{2-[4-(2-Methyl-benzoyl)-piperazin-1-yl]-2-oxo-ethyl}-4-phenoxy-benzamide). The yield is 36.0%. RXN SMILES: CCN(C(C)C)C(C)C.[CH3:10][C:11]1[CH:19]=[CH:18][CH:17]=[CH:16][C:12]=1[C:13]([OH:15])=O.CCN=C=NCCCN(C)C.C1C=CC2N(O)N=NC=2C=1.[O:41]=[C:42]([N:60]1[CH2:65][CH2:64][NH:63][CH2:62][CH2:61]1)[CH2:43][NH:44][C:45](=[O:59])[C:46]1[CH:51]=[CH:50][C:49]([O:52][C:53]2[CH:58]=[CH:57][CH:56]=[CH:55][CH:54]=2)=[CH:48][CH:47]=1>CN(C=O)C.O>[CH3:10][C:11]1[CH:19]=[CH:18][CH:17]=[CH:16][C:12]=1[C:13]([N:63]1[CH2:64][CH2:65][N:60]([C:42](=[O:41])[CH2:43][NH:44][C:45](=[O:59])[C:46]2[CH:47]=[CH:48][C:49]([O:52][C:53]3[CH:54]=[CH:55][CH:56]=[CH:57][CH:58]=3)=[CH:50][CH:51]=2)[CH2:61][CH2:62]1)=[O:15]. Reported procedure: DIPEA (0.091 mL, 0.53 mmol) was added drop wise to 2-Methyl benzoic acid (23 mg, 0.2123 mmol) in DMF (5 mL). EDCI (84 mg, 0.44 mmol) and HOBT (28 mg, 0.21 mmol) were added consecutively and, after 10 mins, N-(2-Oxo-2-piperazin-1-yl-ethyl)-4-phenoxy-benzamide (60 mg, 0.18 mmol) was added and the resulting mixture was stirred at room temperature overnight. Water was then added, and the resulting solid was filtered under reduced pressure. The residue was dissolved in methylene chloride and filtered... Reactants: CC#N, C[Si](C)(C)Cl, COc1ccc(-c2cc3nccc(Oc4ccc([N+](=O)[O-])cc4F)c3s2)cn1, [I-], [Na+]. Product: O=c1ccc(-c2cc3nccc(Oc4ccc([N+](=O)[O-])cc4F)c3s2)c[nH]1. As a reaction SMILES: [CH3:36][C:37]#[N:38].[Cl:29][Si:30]([CH3:31])([CH3:32])[CH3:33].[F:1][c:2]1[c:3]([O:4][c:5]2[c:6]3[c:7]([n:8][cH:9][cH:10]2)[cH:11][c:12](-[c:14]2[cH:15][n:16][c:17]([O:20][CH3:21])[cH:18][cH:19]2)[s:13]3)[cH:22][cH:23][c:24]([N+:26](=[O:27])[O-:28])[cH:25]1.[I-:35].[Na+:34]>>[F:1][c:2]1[c:3]([O:4][c:5]2[c:6]3[c:7]([n:8][cH:9][cH:10]2)[cH:11][c:12](-[c:14]2[cH:15][nH:16][c:17](=[O:20])[cH:18][cH:19]2)[s:13]3)[cH:22][cH:23][c:24]([N+:26](=[O:27])[O-:28])[cH:25]1. The reactants are C1(=CC=CC=C1)C(C1CCNCC1)C1=CC=CC=C1 (4-diphenylmethylpiperidine), BrCCCN1C(C=2C(C1=O)=CC=CC2)=O (N-(3-bromopropyl)phthalimide), C([O-])([O-])=O.[Na+].[Na+] (sodium carbonate). Reagents/catalysts: [I-].[Na+] (sodium iodide). Run in C(C(C)C)C(=O)C (methyl isobutyl ketone). Yields the product C1(=CC=CC=C1)C(C1CCN(CC1)CCCN1C(C=2C(C1=O)=CC=CC2)=O)C2=CC=CC=C2 (4-Diphenylmethyl-1-(3-phthalimidopropyl)piperidine). The yield is 95.5%. Reaction SMILES: [C:1]1([CH:7]([C:14]2[CH:19]=[CH:18][CH:17]=[CH:16][CH:15]=2)[CH:8]2[CH2:13][CH2:12][NH:11][CH2:10][CH2:9]2)[CH:6]=[CH:5][CH:4]=[CH:3][CH:2]=1.Br[CH2:21][CH2:22][CH2:23][N:24]1[C:28](=[O:29])[C:27]2=[CH:30][CH:31]=[CH:32][CH:33]=[C:26]2[C:25]1=[O:34].C(=O)([O-])[O-].[Na+].[Na+]>C(C(C)=O)C(C)C.[I-].[Na+]>[C:1]1([CH:7]([C:14]2[CH:19]=[CH:18][CH:17]=[CH:16][CH:15]=2)[CH:8]2[CH2:9][CH2:10][N:11]([CH2:21][CH2:22][CH2:23][N:24]3[C:28](=[O:29])[C:27]4=[CH:30][CH:31]=[CH:32][CH:33]=[C:26]4[C:25]3=[O:34])[CH2:12][CH2:13]2)[CH:2]=[CH:3][CH:4]=[CH:5][CH:6]=1 |f:2.3.4,6.7|. Procedure details: A mixture of 1.8 g of 4-diphenylmethylpiperidine, 1.92 g of N-(3-bromopropyl)phthalimide, 3.0 g of sodium carbonate and 20 mg of sodium iodide in 70 ml of methyl isobutyl ketone was heated under reflux for 5 hours. At the end of this time, the mixture was cooled to room temperature and filtered. The filtrate was concentrated by evaporation under reduced pressure, and the resulting residue was purified by column chromatography through silica gel, using a 1:1 by volume mixture of hexane and ethyl ...